This data is from the Open Reaction Database (ORD), a public repository of structured organic reaction records. The task is: describe an organic reaction: reactants, conditions, products, and yield Starting materials: Cn1cc(-c2cc(F)ccc2C2CC(=O)c3cnc(N)nc3C2)cn1, Nc1ncc2c(n1)CC(c1ccc(F)cc1-c1cccnc1)CC2=NO. Product: Cn1cc(-c2cc(F)ccc2C2CC(=NO)c3cnc(N)nc3C2)cn1. RXN SMILES: [NH2:1][c:2]1[n:3][c:4]2[c:9]([cH:10][n:11]1)[C:8](=[O:12])[CH2:7][CH:6]([c:13]1[c:14](-[c:20]3[cH:21][n:22][n:23]([CH3:25])[cH:24]3)[cH:15][c:16]([F:19])[cH:17][cH:18]1)[CH2:5]2.[NH2:26][c:27]1[n:28][cH:29][c:30]2[c:50]([n:51]1)[CH2:49][CH:33]([c:34]1[cH:35][cH:36][c:39]([F:40])[cH:41][c:42]1-[c:43]1[cH:44][n:45][cH:46][cH:47][cH:48]1)[CH2:32][C:31]2=[N:37][OH:38]>>[NH2:1][c:2]1[n:3][c:4]2[c:9]([cH:10][n:11]1)[C:8](=[N:37][OH:38])[CH2:7][CH:6]([c:13]1[c:14](-[c:20]3[cH:21][n:22][n:23]([CH3:25])[cH:24]3)[cH:15][c:16]([F:19])[cH:17][cH:18]1)[CH2:5]2. Reactants: C(C)(C)N(CC)C(C)C (Diisopropylethylamine), C1(=CC=CC=C1)P(=O)(C1=CC=CC=C1)Cl (diphenylphosphinyl chloride), C(C)(C)(C)OC(=O)N([C@@H](CC1=CC=C(C=C1)OC(C)(C)C)C(=O)O)C (N-(tert-butyloxycarbonyl)-O-(tert-butyl)-N-methyl-L-tyrosine), Cl.C1(=CC=CC=C1)CCCNC([C@H](N)CCSC)=O (N-(3-phenylpropyl)-D-methioninamide hydrochloride), C(C)(C)N(CC)C(C)C (diisopropylethylamine). Run in O1CCCC1 (tetrahydrofuran), O1CCCC1 (tetrahydrofuran). Run at temperature -20 celsius. Product: C(C)(C)(C)OC(=O)N([C@@H](CC1=CC=C(C=C1)OC(C)(C)C)C(=O)N[C@H](CCSC)C(=O)NCCCC1=CC=CC=C1)C ([N-(tert-butyloxycarbonyl)-O-(tert-butyl)-N-methyl-L-tyrosyl]-N-(3-phenylpropyl)-D-methioninamide). As a reaction SMILES: C(N(C(C)C)CC)(C)C.C1(P(Cl)(C2C=CC=CC=2)=O)C=CC=CC=1.[C:25]([O:29][C:30]([N:32]([CH3:49])[C@H:33]([C:46](O)=[O:47])[CH2:34][C:35]1[CH:40]=[CH:39][C:38]([O:41][C:42]([CH3:45])([CH3:44])[CH3:43])=[CH:37][CH:36]=1)=[O:31])([CH3:28])([CH3:27])[CH3:26].Cl.[C:51]1([CH2:57][CH2:58][CH2:59][NH:60][C:61](=[O:68])[C@@H:62]([CH2:64][CH2:65][S:66][CH3:67])[NH2:63])[CH:56]=[CH:55][CH:54]=[CH:53][CH:52]=1>O1CCCC1>[C:25]([O:29][C:30]([N:32]([CH3:49])[C@H:33]([C:46]([NH:63][C@@H:62]([C:61]([NH:60][CH2:59][CH2:58][CH2:57][C:51]1[CH:52]=[CH:53][CH:54]=[CH:55][CH:56]=1)=[O:68])[CH2:64][CH2:65][S:66][CH3:67])=[O:47])[CH2:34][C:35]1[CH:40]=[CH:39][C:38]([O:41][C:42]([CH3:44])([CH3:45])[CH3:43])=[CH:37][CH:36]=1)=[O:31])([CH3:26])([CH3:27])[CH3:28] |f:3.4|. Procedure details: Diisopropylethylamine (0.90 ml.), then diphenylphosphinyl chloride (1.23 g.), were added to a solution of N-(tert-butyloxycarbonyl)-O-(tert-butyl)-N-methyl-L-tyrosine (1.76 g.) in tetrahydrofuran (15 ml.) maintained at -20° C., and the mixture was stirred for ten minutes. A solution of N-(3-phenylpropyl)-D-methioninamide hydrochloride (1.58 g.) and diisopropylethylamine (0.90 ml.) in tetrahydrofuran (10 ml.) was then added. The mixture was stirred for one half hour at -20°, one hour at 0° C. and... The reactants are N1=CC=CC2=CC=C(C=C12)C(=O)OC (methyl quinoline-7-carboxylate). Reagents/catalysts: O=[Pt]=O (PtO2). Solvent: CO (methanol). The product is N1CCCC2=CC=C(C=C12)C(=O)OC (methyl 1,2,3,4-tetrahydroquinoline-7-carboxylate). Yield: 98.8%. As a reaction SMILES: [N:1]1[C:10]2[C:5](=[CH:6][CH:7]=[C:8]([C:11]([O:13][CH3:14])=[O:12])[CH:9]=2)[CH:4]=[CH:3][CH:2]=1>CO.O=[Pt]=O>[NH:1]1[C:10]2[C:5](=[CH:6][CH:7]=[C:8]([C:11]([O:13][CH3:14])=[O:12])[CH:9]=2)[CH2:4][CH2:3][CH2:2]1. Procedure details: A solution of methyl quinoline-7-carboxylate (185 mg, 1.0 mmol) and PtO2 (20 mg) in methanol (10 mL) was shaken under an atmosphere of hydrogen for 2 h. The reaction mixture was filtered through diatomaceous earth, and concentrated under reduced pressure to provide methyl 1,2,3,4-tetrahydroquinoline-7-carboxylate (189 mg): ESI MS m/z 192 [M+H]+. Starting materials: COC(COC1=C2C(=C(C(=NC2=C(C=C1)Cl)CC)CC1=C(C=C(C=C1)Cl)F)OC(F)F)=O ([8-chloro-3-(4-chloro-2-fluorobenzyl)-4-difluoromethoxy-2-ethyl-quinolin-5-yloxy]acetic acid methyl ester), [OH-].[Li+] (lithium hydroxide). Run in O1CCCC1 (tetrahydrofuran). Reaction conditions: time 2 hour. Product: ClC=1C=CC(=C2C(=C(C(=NC12)CC)CC1=C(C=C(C=C1)Cl)F)OC(F)F)OCC(=O)O ([8-chloro-3-(4-chloro-2-fluorobenzyl)-4-difluoromethoxy-2-ethylquinolin-5-yloxy]acetic Acid). RXN SMILES: C[O:2][C:3](=[O:32])[CH2:4][O:5][C:6]1[CH:15]=[CH:14][C:13]([Cl:16])=[C:12]2[C:7]=1[C:8]([O:28][CH:29]([F:31])[F:30])=[C:9]([CH2:19][C:20]1[CH:25]=[CH:24][C:23]([Cl:26])=[CH:22][C:21]=1[F:27])[C:10]([CH2:17][CH3:18])=[N:11]2.[OH-].[Li+]>O1CCCC1>[Cl:16][C:13]1[CH:14]=[CH:15][C:6]([O:5][CH2:4][C:3]([OH:32])=[O:2])=[C:7]2[C:12]=1[N:11]=[C:10]([CH2:17][CH3:18])[C:9]([CH2:19][C:20]1[CH:25]=[CH:24][C:23]([Cl:26])=[CH:22][C:21]=1[F:27])=[C:8]2[O:28][CH:29]([F:30])[F:31] |f:1.2|. Procedure details: A mixture of [8-chloro-3-(4-chloro-2-fluorobenzyl)-4-difluoromethoxy-2-ethyl-quinolin-5-yloxy]acetic acid methyl ester (0.075 g), tetrahydrofuran (2.0 mL) and 1.0 M aqueous lithium hydroxide solution (0.20 mL) was stirred at room temperature for 2 hour. The solvent was removed under reduced pressure and the residue diluted with water. The pH of mixture was adjusted to 4 by the addition of sodium dihydrogenphosphate and extracted with ethyl acetate. The combined extracts were dried over magnesium...